This data is from the Open Reaction Database (ORD), a public repository of structured organic reaction records. The task is: describe an organic reaction: reactants, conditions, products, and yield Starting materials: C(C)(=O)O.OC[C@]12CCC(C=C1CC[C@H]1[C@@H]3CC[C@@H]([C@@]3(C)CC[C@H]21)OC2(CCCCC2)OC)=O (19-hydroxy-17β-(1'-methoxycyclohexyloxy)androst-4-en-3-one acetate), 19-hydroxy-17β-(1'-methoxycyclohexyloxy)-β-methylandrost-4-en-3-one acetate, C(C)(=O)O.OC[C@]12CCC(C=C1[C@H](C[C@H]1[C@@H]3CC[C@@H]([C@@]3(C)CC[C@H]21)OC2(CCCCC2)OC)C)=O (19-hydroxy-17β-(1'-methoxycyclohexyloxy)-6α-methylandrost-4-en-3-one acetate). Product: OC[C@]12[C@@H](CC(C=C1CC[C@H]1[C@@H]3CC[C@@H]([C@@]3(C)CC[C@H]21)OC2(CCCCC2)OC)=O)C (19-hydroxy-17β-(1'-methoxycyclohexyloxy)-1β-methylandrost-4-en-3-one), OC[C@]12CCC(C=C1[C@H](C[C@H]1[C@@H]3CC[C@@H]([C@@]3(C)CC[C@H]21)OC2(CCCCC2)OC)C)=O (19-hydroxy-17β-(1'-methoxycyclohexyloxy)-6α-methylandrost-4-en-3-one). As a reaction SMILES: [C:1](O)(=O)C.[OH:5][CH2:6][C@@:7]12[C@@H:24]3[C@H:15]([C@H:16]4[C@@:20]([CH2:22][CH2:23]3)([CH3:21])[C@@H:19]([O:25][C:26]3([O:32][CH3:33])[CH2:31][CH2:30][CH2:29][CH2:28][CH2:27]3)[CH2:18][CH2:17]4)[CH2:14][C@H:13]([CH3:34])[C:12]1=[CH:11][C:10](=[O:35])[CH2:9][CH2:8]2.C(O)(=O)C.OC[C@@]12[C@@H]3[C@H]([C@H]4[C@@](CC3)(C)[C@@H](OC3(OC)CCCCC3)CC4)CCC1=CC(=O)CC2>>[OH:5][CH2:6][C@@:7]12[C@@H:24]3[C@H:15]([C@H:16]4[C@@:20]([CH2:22][CH2:23]3)([CH3:21])[C@@H:19]([O:25][C:26]3([O:32][CH3:33])[CH2:31][CH2:30][CH2:29][CH2:28][CH2:27]3)[CH2:18][CH2:17]4)[CH2:14][CH2:13][C:12]1=[CH:11][C:10](=[O:35])[CH2:9][C@H:8]2[CH3:1].[OH:5][CH2:6][C@@:7]12[C@@H:24]3[C@H:15]([C@H:16]4[C@@:20]([CH2:22][CH2:23]3)([CH3:21])[C@@H:19]([O:25][C:26]3([O:32][CH3:33])[CH2:27][CH2:28][CH2:29][CH2:30][CH2:31]3)[CH2:18][CH2:17]4)[CH2:14][C@H:13]([CH3:34])[C:12]1=[CH:11][C:10](=[O:35])[CH2:9][CH2:8]2 |f:0.1,2.3|. Procedure details: Following essentially the same procedure and substituting 19-hydroxy-17β-(1'-methoxycyclohexyloxy)-β-methylandrost-4-en-3-one acetate and 19-hydroxy-17β-(1'-methoxycyclohexyloxy)-6α-methylandrost-4-en-3-one acetate for the 19-hydroxy-17β-(1'-methoxycyclohexyloxy)androst-4-en-3-one acetate above, results in the preparation of 19-hydroxy-17β-(1'-methoxycyclohexyloxy)-1β-methylandrost-4-en-3-one and 19-hydroxy-17β-(1'-methoxycyclohexyloxy)-6α-methylandrost-4-en-3-one, respectively.